Task: describe an organic reaction: reactants, conditions, products, and yield. Dataset: the Open Reaction Database (ORD), a public repository of structured organic reaction records Reactants: FC(C=1C=C(C=CC1)CS(=O)(=O)CC#N)(F)F ((3-trifluoromethyl-phenylmethanesulfonyl)-acetonitrile), FC(F)(F)SCCOS(=O)(=O)C(F)(F)F (trifluoro-methanesulfonic acid 2-trifluoromethylsulfanyl-ethyl ester). The product is FC(C=1C=C(C=CC1)CS(=O)(=O)C(C#N)CCSC(F)(F)F)(F)F (2-(3-Trifluoromethyl-phenylmethanesulfonyl)-4-trifluoromethylsulfanyl-butyronitrile). RXN SMILES: [F:1][C:2]([F:17])([F:16])[C:3]1[CH:4]=[C:5]([CH2:9][S:10]([CH2:13][C:14]#[N:15])(=[O:12])=[O:11])[CH:6]=[CH:7][CH:8]=1.[F:18][C:19]([S:22][CH2:23][CH2:24]OS(C(F)(F)F)(=O)=O)([F:21])[F:20]>>[F:17][C:2]([F:1])([F:16])[C:3]1[CH:4]=[C:5]([CH2:9][S:10]([CH:13]([CH2:24][CH2:23][S:22][C:19]([F:21])([F:20])[F:18])[C:14]#[N:15])(=[O:12])=[O:11])[CH:6]=[CH:7][CH:8]=1. Reported procedure: Compound II-5 was prepared from (3-trifluoromethyl-phenylmethanesulfonyl)-acetonitrile and trifluoro-methanesulfonic acid 2-trifluoromethylsulfanyl-ethyl ester as described for compound II-1. Reactants: O=C(O)c1cccnc1, Oc1ccccc1C1CCCCC1, [Cl-], Cl, c1ccncc1. The product is O=C(Oc1ccccc1C1CCCCC1)c1cccnc1, Cl. As a reaction SMILES: [C:16]([c:17]1[cH:18][n:19][cH:20][cH:21][cH:22]1)(=[O:23])[OH:24].[CH:1]1([c:7]2[c:8]([OH:13])[cH:9][cH:10][cH:11][cH:12]2)[CH2:2][CH2:3][CH2:4][CH2:5][CH2:6]1.[Cl-:15].[ClH:14].[cH:25]1[cH:26][cH:27][n:28][cH:29][cH:30]1>>[CH:1]1([c:7]2[c:8]([O:13][C:16]([c:17]3[cH:18][n:19][cH:20][cH:21][cH:22]3)=[O:23])[cH:9][cH:10][cH:11][cH:12]2)[CH2:2][CH2:3][CH2:4][CH2:5][CH2:6]1.[ClH:14]. Isolated yield 67.0%. The reactants are FC(COC1=CC=CC2=CC=CC=C12)(F)F (1-(2,2,2-trifluoroethoxy)naphthalene), FC(C(C(F)(F)F)OC(CC[C@@H](C)[C@H]1CC[C@H]2[C@@H]3C(CC4CC(CC[C@]4(C)[C@H]3CC([C@]12C)=O)=O)=O)=O)(S(=O)(=O)[O-])F.C(C1=CC=CC=C1)[N+](C)(C)C (benzyltrimethylammonium 1,1,3,3,3-pentafluoro-2-(3,7,12-trioxocholanoyloxy)-1-propanesulfonate), C1CCCS1=O (tetramethylene sulfoxide), C(C)(C)OC(C)C (diisopropyl ether). Reaction SMILES: [F:1][C:2]([F:16])([F:15])[CH2:3][O:4][C:5]1[C:14]2[C:9](=[CH:10][CH:11]=[CH:12][CH:13]=2)[CH:8]=[CH:7][CH:6]=1.[CH2:17]1[S:21](=O)[CH2:20][CH2:19][CH2:18]1.C(OC(C)C)(C)C.[F:30][C:31]([F:70])([S:66]([O-:69])(=[O:68])=[O:67])[CH:32]([O:37][C:38](=[O:65])[CH2:39][CH2:40][C@H:41]([C@@H:43]1[C@:60]2([CH3:61])[C@H:46]([C@H:47]3[C@H:57]([CH2:58][C:59]2=[O:62])[C@:55]2([CH3:56])[CH:50]([CH2:51][C:52](=[O:63])[CH2:53][CH2:54]2)[CH2:49][C:48]3=[O:64])[CH2:45][CH2:44]1)[CH3:42])[C:33]([F:36])([F:35])[F:34].C([N+](C)(C)C)C1C=CC=CC=1>CS(O)(=O)=O.O=P12OP3(OP(OP(O3)(O1)=O)(=O)O2)=O.O>[F:70][C:31]([F:30])([S:66]([O-:69])(=[O:67])=[O:68])[CH:32]([O:37][C:38](=[O:65])[CH2:39][CH2:40][C@H:41]([C@@H:43]1[C@:60]2([CH3:61])[C@H:46]([C@H:47]3[C@H:57]([CH2:58][C:59]2=[O:62])[C@:55]2([CH3:56])[CH:50]([CH2:51][C:52](=[O:63])[CH2:53][CH2:54]2)[CH2:49][C:48]3=[O:64])[CH2:45][CH2:44]1)[CH3:42])[C:33]([F:34])([F:36])[F:35].[F:1][C:2]([F:15])([F:16])[CH2:3][O:4][C:5]1[C:14]2[C:9](=[CH:10][CH:11]=[CH:12][CH:13]=2)[C:8]([S+:21]2[CH2:17][CH2:18][CH2:19][CH2:20]2)=[CH:7][CH:6]=1 |f:3.4,5.6,8.9|. Reaction conditions: time 8 hour. Run in CS(=O)(=O)O.O=P12OP3(=O)OP(=O)(O1)OP(=O)(O2)O3 (Eaton's reagent), O (water), O (water). Yields the product FC(C(C(F)(F)F)OC(CC[C@@H](C)[C@H]1CC[C@H]2[C@@H]3C(CC4CC(CC[C@]4(C)[C@H]3CC([C@]12C)=O)=O)=O)=O)(S(=O)(=O)[O-])F.FC(COC1=CC=C(C2=CC=CC=C12)[S+]1CCCC1)(F)F (4-(2,2,2-trifluoroethoxy)-1-naphthyl-tetrahydrothiophenium 1,1,3,3,3-pentafluoro-2-(3,7,12-trioxocholanoyloxy)-1-propanesulfonate). Reported procedure: In 6 g of Eaton's reagent (Aldrich, diphosphorus pentoxide/methanesulfonic acid solution) was dispersed 3.4 g (0.0150 mol) of 1-(2,2,2-trifluoroethoxy)naphthalene in Synthesis Example 1-3. With stirring, 3.2 g (0.0300 mol) of tetramethylene sulfoxide was added dropwise to the dispersion. The solution was matured overnight at room temperature and combined with 30 g of water and 30 g of diisopropyl ether, from which a water layer was separated. The water layer was again washed with 30 g of diisopr... Reactants: O (Water), N1C=NC=C1 (imidazole), [Si](C)(C)(C(C)(C)C)Cl (tert-butyldimethylsilyl chloride), FC1=C(C(=O)C(C(=O)OCC)=CNCCO)C=C(C=C1F)I (ethyl 2-(2,3-difluoro-5-iodobenzoyl)-3-(2-hydroxyethylamino)acrylate). The solvent is CN(C)C=O (DMF). Reaction conditions: time 4 hour. Yields the product FC1=C(C(=O)C(C(=O)OCC)=CNCCO[Si](C)(C)C(C)(C)C)C=C(C=C1F)I (ethyl 2-(2,3-difluoro-5-iodobenzoyl)-3-[2-(tert-butyldimethylsilyloxy)ethylamino]acrylate). The yield is 90.7%. As a reaction SMILES: [F:1][C:2]1[C:20]([F:21])=[CH:19][C:18]([I:22])=[CH:17][C:3]=1[C:4]([C:6](=[CH:12][NH:13][CH2:14][CH2:15][OH:16])[C:7]([O:9][CH2:10][CH3:11])=[O:8])=[O:5].N1C=CN=C1.[Si:28](Cl)([C:31]([CH3:34])([CH3:33])[CH3:32])([CH3:30])[CH3:29].O>CN(C=O)C>[F:1][C:2]1[C:20]([F:21])=[CH:19][C:18]([I:22])=[CH:17][C:3]=1[C:4]([C:6](=[CH:12][NH:13][CH2:14][CH2:15][O:16][Si:28]([C:31]([CH3:34])([CH3:33])[CH3:32])([CH3:30])[CH3:29])[C:7]([O:9][CH2:10][CH3:11])=[O:8])=[O:5]. Procedure: Ethyl 2-(2,3-difluoro-5-iodobenzoyl)-3-(2-hydroxyethylamino)acrylate (2.0 g, 4.7 mmol) obtained in Step 2 was dissolved in DMF (10 ml), imidazole (705 mg, 10.4 mmol) and tert-butyldimethylsilyl chloride (1.49 g, 9.9 mmol) were added, and the mixture was stirred at room temperature for 4 hr. Water was added to the reaction mixture and the mixture was extracted with ethyl acetate. The organic layer was washed with water and saturated brine, and dried over sodium sulfate. After filtration, the filt...